This data is from the Open Reaction Database (ORD), a public repository of structured organic reaction records. The task is: describe an organic reaction: reactants, conditions, products, and yield Starting materials: C1CCOC1, CC(C)c1nc(-c2ccc(F)cc2)c(-c2ccc(F)cc2)n1C=CC(O)CC(O)CC(=O)OC(C)(C)C, [Na+], [OH-]. Yields the product CC(C)c1nc(-c2ccc(F)cc2)c(-c2ccc(F)cc2)n1C=CC(O)CC(O)CC(=O)O. Reaction SMILES: [CH2:40]1[O:41][CH2:42][CH2:43][CH2:44]1.[F:1][c:2]1[cH:3][cH:4][c:5](-[c:8]2[n:9][c:10]([CH:35]([CH3:36])[CH3:37])[n:11]([CH:20]=[CH:21][CH:22]([CH2:23][CH:24]([CH2:25][C:26](=[O:27])[O:28][C:29]([CH3:30])([CH3:31])[CH3:32])[OH:33])[OH:34])[c:12]2-[c:13]2[cH:14][cH:15][c:16]([F:19])[cH:17][cH:18]2)[cH:6][cH:7]1.[Na+:39].[OH-:38]>>[F:1][c:2]1[cH:3][cH:4][c:5](-[c:8]2[n:9][c:10]([CH:35]([CH3:36])[CH3:37])[n:11]([CH:20]=[CH:21][CH:22]([CH2:23][CH:24]([CH2:25][C:26](=[O:27])[OH:28])[OH:33])[OH:34])[c:12]2-[c:13]2[cH:14][cH:15][c:16]([F:19])[cH:17][cH:18]2)[cH:6][cH:7]1. Starting materials: CC(C)(C#C)O (2-methylbut-3-yn-2-ol), NC=1OC[C@]2(C3=CC(=CC=C3OC=3C=C(C(=CC23)O)F)Br)N1 ((S)-2-amino-7′-bromo-3′-fluoro-5H-spiro[oxazole-4,9′-xanthen]-2′-ol), [NH4+].[Cl-] (NH4Cl). The reagents and catalysts are C=1C=CC(=CC1)[P](C=2C=CC=CC2)(C=3C=CC=CC3)[Pd]([P](C=4C=CC=CC4)(C=5C=CC=CC5)C=6C=CC=CC6)([P](C=7C=CC=CC7)(C=8C=CC=CC8)C=9C=CC=CC9)[P](C=1C=CC=CC1)(C=1C=CC=CC1)C=1C=CC=CC1 (Pd(PPh3)4), [Cu]I (copper(i) iodide). Run in CN(C)C=O (DMF). Run at temperature 80 celsius. Yields the product NC=1OC[C@]2(C3=CC(=CC=C3OC=3C=C(C(=CC23)O)F)C#CC(C)(C)O)N1 ((R)-2-amino-3′-fluoro-7′-(3-hydroxy-3-methylbut-1-ynyl)-5H-spiro[oxazole-4,9′-xanthen]-2′-ol). Reaction SMILES: [NH2:1][C:2]1[O:3][CH2:4][C@:5]2([N:22]=1)[C:18]1[CH:17]=[C:16]([OH:19])[C:15]([F:20])=[CH:14][C:13]=1[O:12][C:11]1[C:6]2=[CH:7][C:8](Br)=[CH:9][CH:10]=1.[CH3:23][C:24]([OH:28])([C:26]#[CH:27])[CH3:25].[NH4+].[Cl-]>C1C=CC([P]([Pd]([P](C2C=CC=CC=2)(C2C=CC=CC=2)C2C=CC=CC=2)([P](C2C=CC=CC=2)(C2C=CC=CC=2)C2C=CC=CC=2)[P](C2C=CC=CC=2)(C2C=CC=CC=2)C2C=CC=CC=2)(C2C=CC=CC=2)C2C=CC=CC=2)=CC=1.[Cu]I.CN(C=O)C>[NH2:1][C:2]1[O:3][CH2:4][C@:5]2([N:22]=1)[C:18]1[CH:17]=[C:16]([OH:19])[C:15]([F:20])=[CH:14][C:13]=1[O:12][C:11]1[C:6]2=[CH:7][C:8]([C:27]#[C:26][C:24]([OH:28])([CH3:25])[CH3:23])=[CH:9][CH:10]=1 |f:2.3,^1:34,36,55,74|. Procedure details: A vial charged with (S)-2-amino-7′-bromo-3′-fluoro-5H-spiro[oxazole-4,9′-xanthen]-2′-ol (0.225 g, 0.616 mmol), Pd(PPh3)4 (0.071 g, 0.062 mmol), and copper(i) iodide (0.012 g, 0.062 mmol), was treated with 3 mL DMF followed by DIPA (1.317 mL, 9.24 mmol). The solution was purged with argon for 2 minutes then 2-methylbut-3-yn-2-ol (0.301 mL, 3.08 mmol) was added and the vial was sealed and heated to 80° C. overnight. The reaction mixture was poured into saturated NH4Cl (50 mL) and was extracted wit...